This data is from the Open Reaction Database (ORD), a public repository of structured organic reaction records. The task is: describe an organic reaction: reactants, conditions, products, and yield Reactants: CCCCCN1Cc2cccc(Cl)c2S1(=O)=O, CCCS, CC(C)(C)[O-], CN(C)C=O, [K+], O. The product is CCCCCN1Cc2cccc(SCCC)c2S1(=O)=O. Reaction SMILES: [CH2:11]([CH2:12][CH2:13][CH2:14][CH3:15])[N:16]1[S:17](=[O:26])(=[O:27])[c:18]2[c:19]([cH:21][cH:22][cH:23][c:24]2[Cl:25])[CH2:20]1.[CH2:7]([CH2:8][CH3:9])[SH:10].[CH3:1][C:2]([CH3:3])([O-:4])[CH3:5].[CH3:29][N:30]([CH3:31])[CH:32]=[O:33].[K+:6].[OH2:28]>>[CH2:7]([CH2:8][CH3:9])[S:10][c:24]1[c:18]2[c:19]([cH:21][cH:22][cH:23]1)[CH2:20][N:16]([CH2:11][CH2:12][CH2:13][CH2:14][CH3:15])[S:17]2(=[O:26])=[O:27]. Reactants: ClCCl, CC1=C(c2ccccc2)C(=O)N(C(C)(C)C(O)c2cc(F)cc(F)c2)CO1, O=[Cr](=O)([O-])Cl, c1cc[nH+]cc1. The product is CC1=C(c2ccccc2)C(=O)N(C(C)(C)C(=O)c2cc(F)cc(F)c2)CO1. Reaction SMILES: [Cl:39][CH2:40][Cl:41].[F:1][c:2]1[cH:3][c:4]([CH:9]([C:10]([CH3:11])([CH3:12])[N:13]2[CH2:14][O:15][C:16]([CH3:26])=[C:17]([c:20]3[cH:21][cH:22][cH:23][cH:24][cH:25]3)[C:18]2=[O:19])[OH:27])[cH:5][c:6]([F:8])[cH:7]1.[O:28]=[Cr:29]([Cl:30])([O-:31])=[O:32].[nH+:33]1[cH:34][cH:35][cH:36][cH:37][cH:38]1>>[F:1][c:2]1[cH:3][c:4]([C:9]([C:10]([CH3:11])([CH3:12])[N:13]2[CH2:14][O:15][C:16]([CH3:26])=[C:17]([c:20]3[cH:21][cH:22][cH:23][cH:24][cH:25]3)[C:18]2=[O:19])=[O:27])[cH:5][c:6]([F:8])[cH:7]1. Product: Cl.C1(CCCCC1)[C@@H]1C[C@H](NC1)C(=O)O ((trans)-4-cyclohexyl-L-proline hydrochloride). As a reaction SMILES: [C:1]1([C@H:7]2[CH2:11][NH:10][C@H:9]([C:12]([OH:14])=[O:13])[CH2:8]2)[CH:6]=[CH:5][CH:4]=[CH:3][CH:2]=1.[ClH:15]>C(O)C.[Pt]=O>[ClH:15].[CH:1]1([C@H:7]2[CH2:11][NH:10][C@H:9]([C:12]([OH:14])=[O:13])[CH2:8]2)[CH2:2][CH2:3][CH2:4][CH2:5][CH2:6]1 |f:4.5|. The solvent is C(C)O (ethanol). The reagents and catalysts are [Pt]=O (platinum oxide). The yield is 98.4%. Procedure: A slurry of (trans)-4-phenyl-L-proline (50 g, 0.262 moles) and platinum oxide (10 g) in absolute ethanol (1200 ml) was treated with 5.62 N ethanolic HCl (46.5 ml, 0.261 moles) and shaken until all the solid had gone into solution. The solution was then purged with argon and hydrogenated on a Parr apparatus at 50 psi overnight. After this time, the untake of hydrogen had ceased and NMR indicated complete reduction. The reaction mixture was filtered through a pad of Cellite and concentrated in vac... The reactants are C1(=CC=CC=C1)[C@@H]1C[C@H](NC1)C(=O)O ((trans)-4-phenyl-L-proline), Cl (HCl). Starting materials: CC(C)(C)N1C(=O)C(Cl)=C(c2ccccc2)S1(=O)=O, NCCCOc1ccccn1. The product is CC(C)(C)N1C(=O)C(NCCCOc2ccccn2)=C(c2ccccc2)S1(=O)=O. As a reaction SMILES: [C:12]([CH3:13])([CH3:14])([CH3:15])[N:16]1[S:17](=[O:29])(=[O:30])[C:18]([c:23]2[cH:24][cH:25][cH:26][cH:27][cH:28]2)=[C:19]([Cl:22])[C:20]1=[O:21].[n:1]1[c:2]([O:7][CH2:8][CH2:9][CH2:10][NH2:11])[cH:3][cH:4][cH:5][cH:6]1>>[n:1]1[c:2]([O:7][CH2:8][CH2:9][CH2:10][NH:11][C:19]2=[C:18]([c:23]3[cH:24][cH:25][cH:26][cH:27][cH:28]3)[S:17](=[O:29])(=[O:30])[N:16]([C:12]([CH3:13])([CH3:14])[CH3:15])[C:20]2=[O:21])[cH:3][cH:4][cH:5][cH:6]1. Yields the product O1C=C(C=C1)C=1C=C(C=NC1)C(=O)O (5-(furan-3-yl)pyridine-3-carboxylic acid). Reactants: aqueous solution, C(CC(O)(C(=O)O)CC(=O)O)(=O)O (citric acid), aqueous solution, [OH-].[Na+] (sodium hydroxide), O1C=C(C=C1)C=1C=C(C=NC1)C(=O)OC (methyl 5-(furan-3-yl)pyridine-3-carboxylate). Yield: 65.6%. Reported procedure: A 4 mol/L aqueous solution of sodium hydroxide (2.0 mL) was added to a methanol (10 mL) solution of methyl 5-(furan-3-yl)pyridine-3-carboxylate (0.54 g) at room temperature, followed by stirring at the same temperature for 2 hours and 50 minutes. A 10% aqueous solution of citric acid (8 mL) was added to the reaction mixture at room temperature, and the solvent was evaporated under reduced pressure. Water was added to the obtained residue, and the solid substance was collected by filtration to ob... Conditions: time 50 minute. Reaction SMILES: [OH-].[Na+].[O:3]1[CH:7]=[CH:6][C:5]([C:8]2[CH:9]=[C:10]([C:14]([O:16]C)=[O:15])[CH:11]=[N:12][CH:13]=2)=[CH:4]1.C(O)(=O)CC(CC(O)=O)(C(O)=O)O>CO>[O:3]1[CH:7]=[CH:6][C:5]([C:8]2[CH:9]=[C:10]([C:14]([OH:16])=[O:15])[CH:11]=[N:12][CH:13]=2)=[CH:4]1 |f:0.1|. The solvent is CO (methanol). The reactants are C(C)(C)(C)OC(=O)N[C@@H](C(=O)N(C)C1=CC=CC2=CC=C(C=C12)OCOCCOC)C ((R)-2-(tert-butoxycarbonylamino)-N-{7-[(2-methoxyethoxy)methoxy]naphthalen-1-yl}-N-methylpropionamide), Cl (HCl). The solvent is CCOC(=O)C (EtOAc). Run at time 1 hour. Product: Cl.N[C@@H](C(=O)N(C)C1=CC=CC2=CC=C(C=C12)O)C ((R)-2-Amino-N-(7-hydroxynaphthalen-1-yl)-N-methylpropionamide hydrochloride). As a reaction SMILES: C(OC([NH:8][C@H:9]([CH3:31])[C:10]([N:12]([C:14]1[C:23]2[C:18](=[CH:19][CH:20]=[C:21]([O:24]COCCOC)[CH:22]=2)[CH:17]=[CH:16][CH:15]=1)[CH3:13])=[O:11])=O)(C)(C)C.[ClH:32]>CCOC(C)=O>[ClH:32].[NH2:8][C@H:9]([CH3:31])[C:10]([N:12]([C:14]1[C:23]2[C:18](=[CH:19][CH:20]=[C:21]([OH:24])[CH:22]=2)[CH:17]=[CH:16][CH:15]=1)[CH3:13])=[O:11] |f:3.4|. Procedure details: A solution of (R)-2-(tert-butoxycarbonylamino)-N-{7-[(2-methoxyethoxy)methoxy]naphthalen-1-yl}-N-methylpropionamide, as described above in Step C, (255 mg, 0.59 mmol) in EtOAc (10 mL) at ambient temperature was saturated with HCl (g). After 1 hr, the mixture was concentrated in vacuo to yield the titled product as a pale solid. The reactants are FC(C(=O)O)(F)F (Trifluoroacetic acid), C(C)(C)(C)OC(=O)N1CCC(CC1)COC1=C(C=C2C(=NC=NC2=C1)NC1=C2C(=NC=C1Cl)OCO2)OC (7-(N-tert-butoxycarbonylpiperidin-4-ylmethoxy)-4-(5-chloro-2,3-methylenedioxypyrid-4-ylamino)-6-methoxyquinazoline). Run in C(Cl)Cl (methylene chloride). Reaction conditions: time 1 hour. The product is ClC=1C(=C2C(=NC1)OCO2)NC2=NC=NC1=CC(=C(C=C21)OC)OCC2CCNCC2 (4-(5-chloro-2,3-methylenedioxypyrid-4-ylamino)-6-methoxy 7-(piperidin-4-ylmethoxy)quinazoline). The yield is 90.6%. Reaction SMILES: FC(F)(F)C(O)=O.C(OC([N:15]1[CH2:20][CH2:19][CH:18]([CH2:21][O:22][C:23]2[CH:32]=[C:31]3[C:26]([C:27]([NH:33][C:34]4[C:39]([Cl:40])=[CH:38][N:37]=[C:36]5[O:41][CH2:42][O:43][C:35]=45)=[N:28][CH:29]=[N:30]3)=[CH:25][C:24]=2[O:44][CH3:45])[CH2:17][CH2:16]1)=O)(C)(C)C>C(Cl)Cl>[Cl:40][C:39]1[C:34]([NH:33][C:27]2[C:26]3[C:31](=[CH:32][C:23]([O:22][CH2:21][CH:18]4[CH2:19][CH2:20][NH:15][CH2:16][CH2:17]4)=[C:24]([O:44][CH3:45])[CH:25]=3)[N:30]=[CH:29][N:28]=2)=[C:35]2[O:43][CH2:42][O:41][C:36]2=[N:37][CH:38]=1. Reported procedure: Trifluoroacetic acid (1 ml) was added to a solution of 7-(N-tert-butoxycarbonylpiperidin-4-ylmethoxy)-4-(5-chloro-2,3-methylenedioxypyrid-4-ylamino)-6-methoxyquinazoline (0.253 g) in methylene chloride (10 ml) and the reaction mixture was stirred at ambient temperature for 1 hour. The reaction mixture was evaporated. Toluene was added to the residue and the mixture was evaporated. The residue was purified by column chromatography on silica (Isolute SCX column) using a 7M methanolic ammonia solut...